This data is from the Open Reaction Database (ORD), a public repository of structured organic reaction records. The task is: describe an organic reaction: reactants, conditions, products, and yield RXN SMILES: [C:1]([O:2][C:3]([Cl:4])([Cl:5])[Cl:6])([O:7][C:8]([Cl:9])([Cl:10])[Cl:11])=[O:12].[CH:13]1([N:16]2[CH2:17][CH2:18][CH:19]([NH2:22])[CH2:20][CH2:21]2)[CH2:14][CH2:15]1.[CH:23]1([NH:32][c:33]2[n:34][c:35]3[cH:36][cH:37][c:38]([NH2:43])[cH:39][c:40]3[cH:41][cH:42]2)[CH2:24][CH2:25][c:26]2[cH:27][cH:28][cH:29][cH:30][c:31]21>>[C:1](=[O:12])([NH:22][CH:19]1[CH2:18][CH2:17][N:16]([CH:13]2[CH2:14][CH2:15]2)[CH2:21][CH2:20]1)[NH:43][c:38]1[cH:37][cH:36][c:35]2[n:34][c:33]([NH:32][CH:23]3[CH2:24][CH2:25][c:26]4[cH:27][cH:28][cH:29][cH:30][c:31]43)[cH:42][cH:41][c:40]2[cH:39]1. Reactants: O=C(OC(Cl)(Cl)Cl)OC(Cl)(Cl)Cl, NC1CCN(C2CC2)CC1, Nc1ccc2nc(NC3CCc4ccccc43)ccc2c1. Yields the product O=C(Nc1ccc2nc(NC3CCc4ccccc43)ccc2c1)NC1CCN(C2CC2)CC1. Starting materials: C(C)(C)N(C(C1=CC=C(C=C1)Br)=O)C1CCCCC1 (p-bromobenzoic acid N-isopropyl-N-cyclohexyl amide), COC=1C=C(C=CC1)O (3-methoxy phenol), cuprous oxide. Run in N1=C(C=C(C=C1C)C)C (2,4,6-collidine). Yields the product C1(CCCCC1)N(C(C1=CC=C(C=C1)OC1=CC(=CC=C1)OC)=O)C(C)C (N-cyclohexyl-4-(3-methoxyphenoxy)-N-(1-methylethyl)benzamide). As a reaction SMILES: [CH:1]([N:4]([CH:14]1[CH2:19][CH2:18][CH2:17][CH2:16][CH2:15]1)[C:5](=[O:13])[C:6]1[CH:11]=[CH:10][C:9](Br)=[CH:8][CH:7]=1)([CH3:3])[CH3:2].[CH3:20][O:21][C:22]1[CH:23]=[C:24]([OH:28])[CH:25]=[CH:26][CH:27]=1>N1C(C)=CC(C)=CC=1C>[CH:14]1([N:4]([CH:1]([CH3:3])[CH3:2])[C:5](=[O:13])[C:6]2[CH:11]=[CH:10][C:9]([O:28][C:24]3[CH:25]=[CH:26][CH:27]=[C:22]([O:21][CH3:20])[CH:23]=3)=[CH:8][CH:7]=2)[CH2:19][CH2:18][CH2:17][CH2:16][CH2:15]1. Reported procedure: The reaction and workup were carried out in the same manner as described in Example 1 using p-bromobenzoic acid N-isopropyl-N-cyclohexyl amide (1.798 g, 5.54 mmol), 3-methoxy phenol (769 mg, 6.19 mmol) and cuprous oxide (403 mg, 2.82 mmol) in 2,4,6-collidine (15 ml). The crude product was chromatographed on silica gel using mixtures of ethyl acetate and hexane as eluents to give the title compound as a crystalline solid that could be recrystallized from ethyl acetate and hexane, m. pt. 101.24° C... The reactants are FC(C(=O)O)(F)F (trifluoroacetic acid), C(C)(C)(C)OC(NC(C(C1=CC=C(C=C1)OC)O)C(=O)N1CC(C1)(C1=C(C=CC=C1)C)OCCCC)=O (tert-butyl[1-(3-butoxy-3-o-tolylazetidine-1-carbonyl)-2-hydroxy-2-(4-methoxy-phenyl)ethyl]carbamate). Solvent: ClCCl (dichloromethane). Run at time 1 hour. Yields the product FC(C(=O)O)(F)F.NC(C(=O)N1CC(C1)(C1=C(C=CC=C1)C)OCCCC)C(C1=CC=C(C=C1)OC)O (2-amino-1-(3-butoxy-3-o-tolylazetidin-1-yl)-3-hydroxy-3-(4-methoxy-phenyl)propan-1-one trifluoroacetate). As a reaction SMILES: [F:1][C:2]([F:7])([F:6])[C:3]([OH:5])=[O:4].C(OC(=O)[NH:14][CH:15]([C:26]([N:28]1[CH2:31][C:30]([O:39][CH2:40][CH2:41][CH2:42][CH3:43])([C:32]2[CH:37]=[CH:36][CH:35]=[CH:34][C:33]=2[CH3:38])[CH2:29]1)=[O:27])[CH:16]([OH:25])[C:17]1[CH:22]=[CH:21][C:20]([O:23][CH3:24])=[CH:19][CH:18]=1)(C)(C)C>ClCCl>[F:1][C:2]([F:7])([F:6])[C:3]([OH:5])=[O:4].[NH2:14][CH:15]([CH:16]([OH:25])[C:17]1[CH:18]=[CH:19][C:20]([O:23][CH3:24])=[CH:21][CH:22]=1)[C:26]([N:28]1[CH2:31][C:30]([O:39][CH2:40][CH2:41][CH2:42][CH3:43])([C:32]2[CH:37]=[CH:36][CH:35]=[CH:34][C:33]=2[CH3:38])[CH2:29]1)=[O:27] |f:3.4|. Reported procedure: 10 ml of trifluoroacetic acid are added to a solution containing 1.4 g (2.8 mmol) of tert-butyl[1-(3-butoxy-3-o-tolylazetidine-1-carbonyl)-2-hydroxy-2-(4-methoxy-phenyl)ethyl]carbamate in 20 ml of dichloromethane. After stirring for 1 hour at ambient temperature, the reaction medium is concentrated. 1.5 g of 2-amino-1-(3-butoxy-3-o-tolylazetidin-1-yl)-3-hydroxy-3-(4-methoxy-phenyl)propan-1-one trifluoroacetate are obtained in the form of a beige powder with a quantitative yield. The reactants are O=C(CC[N-]CC=CC1=CC=CC=C1)C (3-oxo-N-(3-phenyl-2-propen-1-yl) butylamide), ClC=1C=C(C=O)C=CC1 (3-chlorobenzaldehyde), N1CCCCC1 (piperidine), C(C)(=O)O (acetic acid). Run in CC(C)O (2-propanol). Conditions: time 2 day. Yields the product C(C)(=O)C(C(=O)NCC=CC1=CC=CC=C1)=CC1=CC(=CC=C1)Cl (2-acetyl-3-(3-chlorophenyl)-N-(3-phenyl-2-propen-1-yl) acrylamide). Reaction SMILES: [O:1]=[C:2]([CH3:15])[CH2:3][CH2:4][N-:5][CH2:6][CH:7]=[CH:8][C:9]1[CH:14]=[CH:13][CH:12]=[CH:11][CH:10]=1.[Cl:16][C:17]1[CH:18]=[C:19]([CH:22]=[CH:23][CH:24]=1)[CH:20]=O.N1CCCCC1.C(O)(=[O:33])C>CC(O)C>[C:2]([C:3](=[CH:20][C:19]1[CH:22]=[CH:23][CH:24]=[C:17]([Cl:16])[CH:18]=1)[C:4]([NH:5][CH2:6][CH:7]=[CH:8][C:9]1[CH:10]=[CH:11][CH:12]=[CH:13][CH:14]=1)=[O:33])(=[O:1])[CH3:15]. Procedure details: 30.0 mg (1.38 mmol) of 3-oxo-N-(3-phenyl-2-propen-1-yl) butylamide and 194 mg (1.38 mmol) of 3-chlorobenzaldehyde were dissolved in 20 ml of 2-propanol. 4.14 mg (0.0690 mmol) of piperidine and 5.67 mg (0.0690 mmol) of acetic acid were added thereto and-stirred at room temperature for 2 days. After the solvent was evaporated under reduced pressure, ethyl acetate was added to the reaction mixture. After washing with 1 N hydrochloric acid and then with saturated aqueous sodium hydrogencarbonate sol... Starting materials: C[Al](C)C (trimethylaluminum), CC(C)S (2-propanethiol), C1(=CC=CC=C1)C (toluene), C1(=CC=CC=C1)C (toluene), COC1=NC(=NC(=N1)C)NC(=O)NS(=O)(=O)C1=C(C=CC=C1)C(=O)OC (N-[(4-methoxy-6-methyl-1,3,5-triazin-2-yl)aminocarbonyl]-2-methoxycarbonylbenzenesulfonamide), Cl (HCl), [Al] (aluminum). Reaction conditions: temperature 80 celsius. The product is COC1=NC(=NC(=N1)C)NC(=O)NS(=O)(=O)C1=C(C=CC=C1)C(=S)C(C)C (N-[(4-Methoxy-6-methyl-1,3,5-triazin-2-yl)aminocarbonyl]-2-isopropylthiocarbonylbenzenesulfonamide). Reaction SMILES: C[Al](C)C.CC([SH:8])C.[Al].[CH3:10][O:11][C:12]1[N:17]=[C:16]([CH3:18])[N:15]=[C:14]([NH:19][C:20]([NH:22][S:23]([C:26]2[CH:31]=[CH:30][CH:29]=[CH:28][C:27]=2[C:32](OC)=O)(=[O:25])=[O:24])=[O:21])[N:13]=1.Cl.[C:37]1([CH3:43])C=CC=C[CH:38]=1>>[CH3:10][O:11][C:12]1[N:17]=[C:16]([CH3:18])[N:15]=[C:14]([NH:19][C:20]([NH:22][S:23]([C:26]2[CH:31]=[CH:30][CH:29]=[CH:28][C:27]=2[C:32]([CH:37]([CH3:43])[CH3:38])=[S:8])(=[O:24])=[O:25])=[O:21])[N:13]=1. Reported procedure: To 1.5 ml (2N) trimethylaluminum in 5 ml dry toluene under N2 was added dropwise 0.48 g (6.0 mmole) 2-propanethiol in 2 ml toluene. The resultant aluminum reagent was stirred at room temperature for 15 minutes, and 0.95 g (2.5 mmole) N-[(4-methoxy-6-methyl-1,3,5-triazin-2-yl)aminocarbonyl]-2-methoxycarbonylbenzenesulfonamide was added in one portion. The suspension was heated to 80° C. for 3 hours, cooled to room temperature and 10% HCl (15 ml) was added. The mixture was stirred until a fine sol... The reactants are CN(C1=CC=CC=C1)C (N,N-dimethylaniline), FC(C1=NN=C2N1C1=CC=CC=C1N=C2O)(F)F (1-(trifluoromethyl)[1,2,4]triazolo[4,3-a]quinoxalin-4-ol), O=P(Cl)(Cl)Cl (POCl3). Run in C(C)#N (acetonitrile). Yields the product ClC=1C=2N(C3=CC=CC=C3N1)C(=NN2)C(F)(F)F (4-Chloro-1-(trifluoromethyl)[1,2,4]triazolo [4,3-a]quinoxaline). As a reaction SMILES: [F:1][C:2]([F:18])([F:17])[C:3]1[N:7]2[C:8]3[C:13]([N:14]=[C:15](O)[C:6]2=[N:5][N:4]=1)=[CH:12][CH:11]=[CH:10][CH:9]=3.CN(C)C1C=CC=CC=1.O=P(Cl)(Cl)[Cl:30]>C(#N)C>[Cl:30][C:15]1[C:6]2[N:7]([C:3]([C:2]([F:18])([F:17])[F:1])=[N:4][N:5]=2)[C:8]2[C:13]([N:14]=1)=[CH:12][CH:11]=[CH:10][CH:9]=2. Procedure details: To a suspension of 1-(trifluoromethyl)[1,2,4]triazolo[4,3-a]quinoxalin-4-ol (2.5 g; 0.01 mole) in 60 ml of acetonitrile, Et4N+Cl- (2.4 g) followed by N,N-dimethylaniline (1.7 ml) and POCl3 (3.75 ml) were added. Reaction mixture was refluxed for 20 hours. Volatiles were removed under reduced pressure, residue was dissolved in CHCl3 (100 ml) and added to the ice-water. Layers were separated, the aqueous layer was extracted with chloroform (2×200 ml). The combined extract was washed with 5% NaHCO3 ... The reactants are Cl.C(C)N=C=N (3-ethylcarbodiimide hydrochloride), C(C)(C)(C)OC(NCCNC1=NC=CC=C1)=O ([2-(Pyridin-2-ylamino)-ethyl]-carbamic acid tert-butyl ester), C(=O)(C(F)(F)F)O.C(Cl)Cl (TFA CH2Cl2), CC=1C(=C(SC1)C(=O)O)C(=O)O (mono methylthiophene dicarboxylic acid), OC1=CC=CC=2NN=NC21 (hydroxybenzotriazole). Solvent: CN(C)C=O (DMF). Run at time 8 hour. Yields the product COC(=O)C=1SC(=CC1)C(NCCNC1=NC=CC=C1)=O (5-[2-(Pyridin-2-ylamino)-ethylcarbamoyl]-thiophene-2-carboxylic acid methyl ester). Yield: 88.0%. RXN SMILES: C(O[C:6](=[O:17])[NH:7][CH2:8][CH2:9][NH:10][C:11]1[CH:16]=[CH:15][CH:14]=[CH:13][N:12]=1)(C)(C)C.[C:18](O)(C(F)(F)F)=O.C(Cl)Cl.C[C:29]1[C:30](C(O)=O)=[C:31]([C:34]([OH:36])=[O:35])[S:32][CH:33]=1.OC1C2N=NNC=2C=CC=1.Cl.C(N=C=N)C>CN(C=O)C>[CH3:18][O:36][C:34]([C:31]1[S:32][C:33]([C:6](=[O:17])[NH:7][CH2:8][CH2:9][NH:10][C:11]2[CH:16]=[CH:15][CH:14]=[CH:13][N:12]=2)=[CH:29][CH:30]=1)=[O:35] |f:1.2,5.6|. Procedure details: To a solution of [2-(Pyridin-2-ylamino)-ethyl]-carbamic acid tert-butyl ester (44 mg, 0.14 mmol) was mixed with a mixture of (1:1)TFA/CH2Cl2 (30 mL) and the reaction mixture was stirred at room temperature overnight. The solvent was evaporated and the residue was tritured with dry ether (2×30 mL). This gave 35 mg (95%) of pure trifluoroacetate salt. The salt was neutralized with DIEA and treated with mono methylthiophene dicarboxylic acid (32 mg, 0.17 mmol), hydroxybenzotriazole (24 mg, 0.17 mmo... Starting materials: [Cl-].[NH4+] (ammonium chloride), copper chloride(I), C(C)(C)(C)[Mg]Cl (tert-butyl magnesium chloride), FC1(CCC(CC1)CCC(=O)O)F (3-(4,4-Difluorocyclohexyl)propionic acid), [Br-].[Br-].[Br-].C(CCC)[N+](CCCC)(CCCC)CCCC.C(CCC)[N+](CCCC)(CCCC)CCCC.C(CCC)[N+](CCCC)(CCCC)CCCC (tetra-n-butylammonium tribromide), C(O)([O-])=O.[Na+] (sodium hydrogen carbonate). Solvent: S(=O)(Cl)Cl (thionyl chloride). Conditions: time 4 hour. Yields the product BrC(CC1CCC(CC1)(F)F)C(C(C)(C)C)=O (2-bromo-1-(4,4-difluorocyclohexyl)-4,4-dimethylpentan-3-one). Yield: 80.9%. As a reaction SMILES: [F:1][C:2]1([F:13])[CH2:7][CH2:6][CH:5]([CH2:8][CH2:9][C:10]([OH:12])=O)[CH2:4][CH2:3]1.[C:14]([Mg]Cl)([CH3:17])([CH3:16])[CH3:15].[Cl-].[NH4+].[Br-:22].[Br-].[Br-].C([N+](CCCC)(CCCC)CCCC)CCC.C([N+](CCCC)(CCCC)CCCC)CCC.C([N+](CCCC)(CCCC)CCCC)CCC.C(=O)([O-])O.[Na+]>S(Cl)(Cl)=O>[Br:22][CH:9]([C:10](=[O:12])[C:14]([CH3:17])([CH3:16])[CH3:15])[CH2:8][CH:5]1[CH2:4][CH2:3][C:2]([F:1])([F:13])[CH2:7][CH2:6]1 |f:2.3,4.5.6.7.8.9,10.11|. Reported procedure: 3-(4,4-Difluorocyclohexyl)propionic acid (330 mg, 1.72 mmol) obtained in step 3 was dissolved in thionyl chloride (3.0 mL), and the solution was stirred for 4 hours under heat and reflux. The solvent was then evaporated under reduced pressure. The residue was dissolved in THF (3.3 mL) under ice-cooled condition, and the mixture was stirred at room temperature for 30 minutes after adding copper chloride(I) (8.5 mg, 0.086 mmol) and tert-butyl magnesium chloride (2 mol/L-THF solution) (1.03 mL, 2.0...